This data is from the Open Reaction Database (ORD), a public repository of structured organic reaction records. The task is: describe an organic reaction: reactants, conditions, products, and yield The reactants are C(CCC)[Li] (butyl lithium), C(C)[Si](C)(C)N[Si](CC)(C)C (bis(ethyldimethylsilyl)amine). The solvent is CCCCCC (hexane), CCCCCC (hexane). Conditions: time 1 hour. Product: C(C)[Si](C)(C)[N-][Si](CC)(C)C.[Li+] (Lithium bis(ethyldimethylsilyl)amide), clear liquid. Yield: 86.0%. Reaction SMILES: C([Li:5])CCC.[CH2:6]([Si:8]([NH:11][Si:12]([CH3:16])([CH3:15])[CH2:13][CH3:14])([CH3:10])[CH3:9])[CH3:7]>CCCCCC>[CH2:13]([Si:12]([N-:11][Si:8]([CH3:9])([CH3:10])[CH2:6][CH3:7])([CH3:15])[CH3:16])[CH3:14].[Li+:5] |f:3.4|. Reported procedure: Lithium bis(ethyldimethylsilyl)amide was prepared by the slow addition via syringe of a hexane solution of butyl lithium (50.6 mL of 2.73 M solution, 138 mmol) to a stirred hexane solution (100 mL) of bis(ethyldimethylsilyl)amine (26.2 g, 138 mmol) at room temperature. Stirring was continued for one hour and the solution was then refluxed for one hour. The hexane was evaporated under vacuum, leaving a pale yellow liquid. It was distilled at a temperature of 123° C. and a pressure of 0.2 torr to ... Reactants: N(N)C=1N=NC(=CC1C)N1CCOCC1 (3-hydrazino-4-methyl-6morpholinopyridazine), C(=O)O (formic acid). Product: CC=1C=2N(N=C(C1)N1CCOCC1)C=NN2 (8-methyl-6-morpholino-s-triazolo[4,3-b]pyridazine). As a reaction SMILES: [NH:1]([C:3]1[N:4]=[N:5][C:6]([N:10]2[CH2:15][CH2:14][O:13][CH2:12][CH2:11]2)=[CH:7][C:8]=1[CH3:9])[NH2:2].[CH:16](O)=O>>[CH3:9][C:8]1[C:3]2[N:4]([CH:16]=[N:2][N:1]=2)[N:5]=[C:6]([N:10]2[CH2:11][CH2:12][O:13][CH2:14][CH2:15]2)[CH:7]=1. Procedure: 20 Grams of 3-hydrazino-4-methyl-6morpholinopyridazine are dispersed in 200 milliliters of 99 percent aqueous formic acid. The mixture is heated at the boiling temperature under reflux and then concentrated until an oily residue remains in the reaction vessel. The residue is taken up in aqueous sodium carbonate solution, and the aqueous mixture is extracted with chloroform. The chloroform extract is dried with anhydrous sodium sulfate, then evaporated under reduced pressure to obtain the 8-methy... Starting materials: COC(=O)c1ccc(C)c(O)n1, CCN(C(C)C)C(C)C, ClC(Cl)Cl, O=C(OC(=O)C(F)(F)F)C(F)(F)F, CC1CNCCN1c1cc(-c2ccc(F)cc2)nc(N2CCCC2C)n1, O. Yields the product COC(=O)c1ccc(C)c(N2CCN(c3cc(-c4ccc(F)cc4)nc(N4CCCC4C)n3)C(C)C2)n1. As a reaction SMILES: [CH3:1][O:2][C:3](=[O:4])[c:5]1[n:6][c:7]([OH:12])[c:8]([CH3:11])[cH:9][cH:10]1.[CH:52]([N:53]([CH2:54][CH3:55])[CH:56]([CH3:57])[CH3:58])([CH3:59])[CH3:60].[Cl:61][CH:62]([Cl:63])[Cl:64].[F:13][C:14]([F:15])([F:16])[C:17]([O:18][C:19](=[O:20])[C:21]([F:22])([F:23])[F:24])=[O:25].[F:26][c:27]1[cH:28][cH:29][c:30](-[c:33]2[n:34][c:35]([N:46]3[CH:47]([CH3:51])[CH2:48][CH2:49][CH2:50]3)[n:36][c:37]([N:39]3[CH:40]([CH3:45])[CH2:41][NH:42][CH2:43][CH2:44]3)[cH:38]2)[cH:31][cH:32]1.[OH2:65]>>[CH3:1][O:2][C:3](=[O:4])[c:5]1[n:6][c:7]([N:42]2[CH2:41][CH:40]([CH3:45])[N:39]([c:37]3[n:36][c:35]([N:46]4[CH:47]([CH3:51])[CH2:48][CH2:49][CH2:50]4)[n:34][c:33](-[c:30]4[cH:29][cH:28][c:27]([F:26])[cH:32][cH:31]4)[cH:38]3)[CH2:44][CH2:43]2)[c:8]([CH3:11])[cH:9][cH:10]1. The reactants are CC(C)(C)OC(=O)NCCc1ccc(O)cc1, CCOC(C)=O, NC(=O)c1cccnc1Cl, [H-], [Na+], [Na+], CN(C)C=O, [OH-]. Product: CC(C)(C)OC(=O)NCCc1ccc(Oc2ncccc2C(N)=O)cc1. RXN SMILES: [C:1]([CH3:2])([CH3:3])([CH3:4])[O:5][C:6]([NH:7][CH2:8][CH2:9][c:10]1[cH:11][cH:12][c:13]([OH:16])[cH:14][cH:15]1)=[O:17].[CH3:37][CH2:38][O:39][C:40](=[O:41])[CH3:42].[Cl:20][c:21]1[c:22]([C:23](=[O:24])[NH2:25])[cH:26][cH:27][cH:28][n:29]1.[H-:19].[Na+:18].[Na+:31].[O:32]=[CH:33][N:34]([CH3:35])[CH3:36].[OH-:30]>>[C:1]([CH3:2])([CH3:3])([CH3:4])[O:5][C:6]([NH:7][CH2:8][CH2:9][c:10]1[cH:11][cH:12][c:13]([O:16][c:21]2[c:22]([C:23](=[O:24])[NH2:25])[cH:26][cH:27][cH:28][n:29]2)[cH:14][cH:15]1)=[O:17]. Reactants: Cl.C(C)OC([C@@H](N)CC1=CC=C(C=C1)[N+](=O)[O-])=O (4-Nitro-(L)-phenylalanine ethyl ester hydrochloride), C([O-])([O-])=O.[K+].[K+] (potassium carbonate), O (water). Solvent: ClCCl (dichloromethane). Yields the product C(C)OC([C@H](CC1=CC=C(C=C1)[N+](=O)[O-])NC1=CC(C12CCOCC2)=O)=O (3-(4-Nitrophenyl)-2(S)-(3-oxo-7-oxaspiro[3.5]non-1-en-1ylamino)propionic acid ethyl ester). Isolated yield 99.2%. RXN SMILES: Cl.[CH2:2]([O:4][C:5](=[O:18])[C@H:6]([CH2:8][C:9]1[CH:14]=[CH:13][C:12]([N+:15]([O-:17])=[O:16])=[CH:11][CH:10]=1)[NH2:7])[CH3:3].[C:19](=[O:22])([O-])[O-].[K+].[K+].[OH2:25]>ClCCl>[CH2:2]([O:4][C:5](=[O:18])[C@@H:6]([NH:7][C:8]1[C:9]2([CH2:14][CH2:13][O:25][CH2:11][CH2:10]2)[C:19](=[O:22])[CH:6]=1)[CH2:8][C:9]1[CH:14]=[CH:13][C:12]([N+:15]([O-:17])=[O:16])=[CH:11][CH:10]=1)[CH3:3] |f:0.1,2.3.4|. Procedure details: 4-Nitro-(L)-phenylalanine ethyl ester hydrochloride (28.6 g) was suspended in dichloromethane (290 mL) to which a solution of potassium carbonate (8.0 g) in water (100 mL) was added slowly with stirring. After removal of the aqueous phase, the organic layer was washed with water (2×50 mL) and then dried (Na2SO4). Following removal of the drying agent, solid Intermediate 7 (16.1 g) was added portion-wise to the stirred dichloromethane solution. The resulting mixture was left to stir-out overnight... Reactants: O=C([O-])[O-], CC#CCOc1ncnc(F)c1F, CC1(C)CCNC1, CC#N, [Cl-], Cl, [K+], [K+], [NH4+]. Product: CC#CCOc1ncnc(N2CCC(C)(C)C2)c1F. As a reaction SMILES: [C:22](=[O:23])([O-:24])[O-:25].[CH2:1]([C:2]#[C:3][CH3:4])[O:5][c:6]1[n:7][cH:8][n:9][c:10]([F:13])[c:11]1[F:12].[CH3:15][C:16]1([CH3:21])[CH2:17][NH:18][CH2:19][CH2:20]1.[CH3:30][C:31]#[N:32].[Cl-:28].[ClH:14].[K+:26].[K+:27].[NH4+:29]>>[CH2:1]([C:2]#[C:3][CH3:4])[O:5][c:6]1[n:7][cH:8][n:9][c:10]([N:18]2[CH2:17][C:16]([CH3:15])([CH3:21])[CH2:20][CH2:19]2)[c:11]1[F:12]. Starting materials: C1(CC1)C1=C(C(=NN1C1=CC(=CC=C1)C(F)(F)F)C)C(=O)N1CCC(CC1)=O (1-[5-Cyclopropyl-3-methyl-1-(3-trifluoromethyl-phenyl)-1H-pyrazole-4-carbonyl]-piperidin-4-one), N1[C@@H](CCC1)CO ((S)-1-pyrrolidin-2-yl-methanol). Product: C1(CC1)C1=C(C(=NN1C1=CC(=CC=C1)C(F)(F)F)C)C(=O)N1CCC(CC1)N1[C@@H](CCC1)CO ([5-Cyclopropyl-3-methyl-1-(3-trifluoromethyl-phenyl)-1H-pyrazol-4-yl]-[4-((S)-2-hydroxymethyl-pyrrolidin-1-yl)-piperidin-1-yl]-methanone). As a reaction SMILES: [CH:1]1([C:4]2[N:8]([C:9]3[CH:14]=[CH:13][CH:12]=[C:11]([C:15]([F:18])([F:17])[F:16])[CH:10]=3)[N:7]=[C:6]([CH3:19])[C:5]=2[C:20]([N:22]2[CH2:27][CH2:26][C:25](=O)[CH2:24][CH2:23]2)=[O:21])[CH2:3][CH2:2]1.[NH:29]1[CH2:33][CH2:32][CH2:31][C@H:30]1[CH2:34][OH:35]>>[CH:1]1([C:4]2[N:8]([C:9]3[CH:14]=[CH:13][CH:12]=[C:11]([C:15]([F:18])([F:16])[F:17])[CH:10]=3)[N:7]=[C:6]([CH3:19])[C:5]=2[C:20]([N:22]2[CH2:27][CH2:26][CH:25]([N:29]3[CH2:33][CH2:32][CH2:31][C@H:30]3[CH2:34][OH:35])[CH2:24][CH2:23]2)=[O:21])[CH2:3][CH2:2]1. Reported procedure: The title compound was prepared from 1-[5-Cyclopropyl-3-methyl-1-(3-trifluoromethyl-phenyl)-1H-pyrazole-4-carbonyl]-piperidin-4-one and (S)-1-pyrrolidin-2-yl-methanol in direct analogy to the general procedure used in example 129. MS: 477.3 (MH+). Starting materials: FC(SC=1C=C(C=CC1OCC1=NC2=CC=CC=C2C=C1)CC(=O)O)(F)F (2-[3-Trifluoromethylthio-4-(quinolin-2-yl-methoxy)phenyl]acetic acid), CS(=O)(=O)N (methanesulphonamide), Cl.C(C)N=C=NCCCN(C)C (N-ethyl-N'-dimethylaminopropyl-carbodiimide hydrochloride), CN(C)C1=NC=CC=C1 (dimethylaminopyridine). Product: FC(SC=1C=C(C=CC1OCC1=NC2=CC=CC=C2C=C1)CC(=O)CS(=O)(=O)N)(F)F (2-[3-Trifluoromethylthio-4-(quinolin-2-yl-methoxy)phenyl]acetyl-methanesulphonamide). As a reaction SMILES: [F:1][C:2]([F:27])([F:26])[S:3][C:4]1[CH:5]=[C:6]([CH2:22][C:23](O)=[O:24])[CH:7]=[CH:8][C:9]=1[O:10][CH2:11][C:12]1[CH:21]=[CH:20][C:19]2[C:14](=[CH:15][CH:16]=[CH:17][CH:18]=2)[N:13]=1.[CH3:28][S:29]([NH2:32])(=[O:31])=[O:30].Cl.C(N=C=NCCCN(C)C)C.CN(C1C=CC=CN=1)C>>[F:26][C:2]([F:1])([F:27])[S:3][C:4]1[CH:5]=[C:6]([CH2:22][C:23]([CH2:28][S:29]([NH2:32])(=[O:31])=[O:30])=[O:24])[CH:7]=[CH:8][C:9]=1[O:10][CH2:11][C:12]1[CH:21]=[CH:20][C:19]2[C:14](=[CH:15][CH:16]=[CH:17][CH:18]=2)[N:13]=1 |f:2.3|. Procedure details: In analogy to the procedure of Example XV, the title compound is prepared from 1.2 g (3.1 mmol) of the compound from Example XXVI, 0.38 g (4 mmol) of methanesulphonamide, 0.77 g (4 mmol) of N-ethyl-N'-dimethylaminopropyl-carbodiimide hydrochloride and 0.49 g (4 mmol) of dimethylaminopyridine. Starting materials: ice, C(C)OP(OCC)(=O)C(P(OCC)(OCC)=O)NC1C=CCCCC1 (tetraethyl(2-cycloheptenyl)aminomethylenebis(phosphonate)), CO (methanol), O (water), ice. The solvent is C(Cl)(Cl)(Cl)Cl (carbon tetrachloride). Conditions: time 2.5 hour. The product is C1C(CCCCC1)NC(P(O)(O)=O)P(O)(O)=O ((2-cycloheptyl)aminomethylenebis(phosphonic acid)). Isolated yield 34.8%. RXN SMILES: C([O:3][P:4]([CH:9]([NH:18][CH:19]1[CH2:25][CH2:24][CH2:23][CH2:22][CH:21]=[CH:20]1)[P:10](=[O:17])([O:14]CC)[O:11]CC)(=[O:8])[O:5]CC)C.CO.O>C(Cl)(Cl)(Cl)Cl>[CH2:20]1[CH2:21][CH2:22][CH2:23][CH2:24][CH2:25][CH:19]1[NH:18][CH:9]([P:10](=[O:11])([OH:14])[OH:17])[P:4](=[O:3])([OH:5])[OH:8]. Procedure: 2.5 ml of trimethylsililiodide was added dropwise to an ice-cold solution of 1.55 g of tetraethyl(2-cycloheptenyl)aminomethylenebis(phosphonate) in 25 ml of carbon tetrachloride. Then, the mixture was stirred at room temperature for 2.5 hours. 2 ml of methanol and 1 ml of purified water were added to the ice-cold reaction solution and it was concentrated under reduced pressure. To the obtained residue were added methanol and acetone to give a white solid. The residue was recrystallized from wate...